This data is from the Open Reaction Database (ORD), a public repository of structured organic reaction records. The task is: describe an organic reaction: reactants, conditions, products, and yield The reactants are CCOC(=O)c1cc(OCC)c(Br)c(OCCc2ccc(Cl)cc2Cl)c1, Cl, [Na+], C1COCCO1, [OH-], O. The product is CCOc1cc(C(=O)O)cc(OCCc2ccc(Cl)cc2Cl)c1Br. Reaction SMILES: [CH2:1]([CH3:2])[O:3][C:4]([c:5]1[cH:6][c:7]([O:15][CH2:16][CH2:17][c:18]2[c:19]([Cl:25])[cH:20][c:21]([Cl:24])[cH:22][cH:23]2)[c:8]([Br:14])[c:9]([O:11][CH2:12][CH3:13])[cH:10]1)=[O:26].[ClH:30].[Na+:29].[O:31]1[CH2:32][CH2:33][O:34][CH2:35][CH2:36]1.[OH-:28].[OH2:27]>>[O:3]=[C:4]([c:5]1[cH:6][c:7]([O:15][CH2:16][CH2:17][c:18]2[c:19]([Cl:25])[cH:20][c:21]([Cl:24])[cH:22][cH:23]2)[c:8]([Br:14])[c:9]([O:11][CH2:12][CH3:13])[cH:10]1)[OH:26]. The reactants are [Li]C(C)(C)C, CC1(C)CCSc2cccc(Br)c21, CC1(C)CCSc2cc(Br)ccc21, CCCCC, O=C=O. The product is CC1(C)CCSc2cc(C(=O)O)ccc21. RXN SMILES: [C:27]([Li:28])([CH3:29])([CH3:30])[CH3:31].[CH3:14][C:15]1([CH3:16])[c:17]2[c:18]([cH:19][cH:20][cH:21][c:22]2[Br:23])[S:24][CH2:25][CH2:26]1.[CH3:1][C:2]1([CH3:13])[CH2:3][CH2:4][S:5][c:6]2[cH:7][c:8]([Br:12])[cH:9][cH:10][c:11]21.[CH3:35][CH2:36][CH2:37][CH2:38][CH3:39].[O:32]=[C:33]=[O:34]>>[CH3:1][C:2]1([CH3:13])[CH2:3][CH2:4][S:5][c:6]2[cH:7][c:8]([C:33](=[O:32])[OH:34])[cH:9][cH:10][c:11]21. Starting materials: CC(C)C=C(c1ccc2c(cnn2-c2ccc(F)cc2)c1)C(C)(C)C(=O)O, Nc1nncs1. As a reaction SMILES: [F:1][c:2]1[cH:3][cH:4][c:5](-[n:8]2[n:9][cH:10][c:11]3[cH:12][c:13]([C:17]([C:18]([C:19](=[O:20])[OH:21])([CH3:22])[CH3:23])=[CH:24][CH:25]([CH3:26])[CH3:27])[cH:14][cH:15][c:16]23)[cH:6][cH:7]1.[s:28]1[c:29]([NH2:33])[n:30][n:31][cH:32]1>>[F:1][c:2]1[cH:3][cH:4][c:5](-[n:8]2[n:9][cH:10][c:11]3[cH:12][c:13]([C:17]([C:18]([C:19](=[O:20])[NH:33][c:29]4[s:28][cH:32][n:31][n:30]4)([CH3:22])[CH3:23])=[CH:24][CH:25]([CH3:26])[CH3:27])[cH:14][cH:15][c:16]23)[cH:6][cH:7]1. Product: CC(C)C=C(c1ccc2c(cnn2-c2ccc(F)cc2)c1)C(C)(C)C(=O)Nc1nncs1.